From a dataset of the Open Reaction Database (ORD), a public repository of structured organic reaction records. describe an organic reaction: reactants, conditions, products, and yield Yields the product COC(=O)C(C)Oc1nc(C)ncc1Oc1cc(-n2c(=O)cc(C(F)(F)F)n(C)c2=O)c(F)cc1[N+](=O)[O-]. Reaction SMILES: [C:45](=[O:46])([O-:47])[O-:48].[CH3:40][N:41]([CH3:42])[CH:43]=[O:44].[F:16][c:17]1[c:18]([N+:37](=[O:38])[O-:39])[cH:19][c:20]([F:36])[c:21](-[n:23]2[c:24](=[O:35])[n:25]([CH3:34])[c:26]([C:30]([F:31])([F:32])[F:33])[cH:27][c:28]2=[O:29])[cH:22]1.[K+:49].[K+:50].[OH2:51].[OH:1][c:2]1[c:3]([O:9][CH:10]([CH3:11])[C:12](=[O:13])[O:14][CH3:15])[n:4][c:5]([CH3:8])[n:6][cH:7]1>>[O:1]([c:2]1[c:3]([O:9][CH:10]([CH3:11])[C:12](=[O:13])[O:14][CH3:15])[n:4][c:5]([CH3:8])[n:6][cH:7]1)[c:17]1[c:18]([N+:37](=[O:38])[O-:39])[cH:19][c:20]([F:36])[c:21](-[n:23]2[c:24](=[O:35])[n:25]([CH3:34])[c:26]([C:30]([F:31])([F:32])[F:33])[cH:27][c:28]2=[O:29])[cH:22]1. Reactants: O=C([O-])[O-], CN(C)C=O, Cn1c(C(F)(F)F)cc(=O)n(-c2cc(F)c([N+](=O)[O-])cc2F)c1=O, [K+], [K+], O, COC(=O)C(C)Oc1nc(C)ncc1O.